Dataset: the Open Reaction Database (ORD), a public repository of structured organic reaction records. Task: describe an organic reaction: reactants, conditions, products, and yield Starting materials: COC1=CC=C(C=C1)C1(C(OC2=C1C(=C(C(=C2C)C)N2CCC(CC2)C2=CC(=C(C=C2)OC)OC)C)(C)C)O (3-(4-methoxyphenyl)-5-(4-(3,4-dimethoxyphenyl)piperidino)-2,2,4,6,7-pentamethyl-2,3-dihydro-1-benzofuran-3-ol). The solvent is CCCCCC.CO (hexane methanol). Product: COC1=CC=C(C=C1)C1C(OC2=C1C(=C(C(=C2C)C)N2CCC(CC2)C2=CC(=C(C=C2)OC)OC)C)(C)C (1-(3-(4-methoxyphenyl)-2,2,4,6,7-pentamethyl-2,3-dihydro-1-benzofuran-5-yl)-4-(3,4-dimethoxyphenyl)piperidine). Yield: 82.0%. As a reaction SMILES: [CH3:1][O:2][C:3]1[CH:8]=[CH:7][C:6]([C:9]2(O)[C:13]3[C:14]([CH3:36])=[C:15]([N:20]4[CH2:25][CH2:24][CH:23]([C:26]5[CH:31]=[CH:30][C:29]([O:32][CH3:33])=[C:28]([O:34][CH3:35])[CH:27]=5)[CH2:22][CH2:21]4)[C:16]([CH3:19])=[C:17]([CH3:18])[C:12]=3[O:11][C:10]2([CH3:38])[CH3:37])=[CH:5][CH:4]=1>CCCCCC.CO>[CH3:1][O:2][C:3]1[CH:8]=[CH:7][C:6]([CH:9]2[C:13]3[C:14]([CH3:36])=[C:15]([N:20]4[CH2:25][CH2:24][CH:23]([C:26]5[CH:31]=[CH:30][C:29]([O:32][CH3:33])=[C:28]([O:34][CH3:35])[CH:27]=5)[CH2:22][CH2:21]4)[C:16]([CH3:19])=[C:17]([CH3:18])[C:12]=3[O:11][C:10]2([CH3:38])[CH3:37])=[CH:5][CH:4]=1 |f:1.2|. Procedure: Using 3-(4-methoxyphenyl)-5-(4-(3,4-dimethoxyphenyl)piperidino)-2,2,4,6,7-pentamethyl-2,3-dihydro-1-benzofuran-3-ol obtained in Example 85, the title compound was synthesized in the same manner as in Example 46. Yield 82%. mp. 154–156° C. (hexane-methanol). Reactants: OC1(CCNCC1)C1=C(C2=C(S1)C=CC=C2)CC (4-hydroxy-4-(3-ethylbenzo[b]thiophen-2-yl)piperidine), O1[C@@H](C1)COC1=CC=CC=2OC=CC21 ((S)-(+)-4-(oxiranylmethoxy)benzo[b]-furan). The solvent is CO (methanol). The product is O.O1C2=C(C=C1)C(=CC=C2)OC[C@H](CN2CCC(CC2)C2=C(C1=C(S2)C=CC=C1)CC)O ((2S)-1-(4-Benzo[b]furanoxy)-3-(4-(3-ethylbenzo[b]thiophen-2-yl)-piperidin-1-yl)-2-propanol Hydrate). Isolated yield 39.6%. RXN SMILES: [OH:1][C:2]1([C:8]2[S:12][C:11]3[CH:13]=[CH:14][CH:15]=[CH:16][C:10]=3[C:9]=2[CH2:17][CH3:18])[CH2:7][CH2:6][NH:5][CH2:4][CH2:3]1.[O:19]1[CH2:21][C@H:20]1[CH2:22][O:23][C:24]1[C:32]2[CH:31]=[CH:30][O:29][C:28]=2[CH:27]=[CH:26][CH:25]=1>CO>[OH2:1].[O:29]1[CH:30]=[CH:31][C:32]2[C:24]([O:23][CH2:22][C@@H:20]([OH:19])[CH2:21][N:5]3[CH2:6][CH2:7][CH:2]([C:8]4[S:12][C:11]5[CH:13]=[CH:14][CH:15]=[CH:16][C:10]=5[C:9]=4[CH2:17][CH3:18])[CH2:3][CH2:4]3)=[CH:25][CH:26]=[CH:27][C:28]1=2 |f:3.4|. Procedure: A solution 4-hydroxy-4-(3-ethylbenzo[b]thiophen-2-yl)piperidine (0.067 g, 0.273 mmol) and (S)-(+)-4-(oxiranylmethoxy)benzo[b]-furan (0.052 g, 0.273 mmol) in methanol (3 mL) was heated at reflux for 18 hours, and then cooled and evaporated. The residue was purified using silica gel chromatography (dichloromethane/2% methanol in dichloromethane gradient elution) to give the final title compound as a yellow oil (0.049 g, 41%). FDMS m/e=436 (M++1). C26H29NO3S.0.75H2O The reactants are ClCCC1=C(N=C2N(C1=O)CCCC2)C (3-(2-chloroethyl)-6,7,8,9-tetrahydro-2-methyl-4H-pyrido[1,2-a]pyrimidin-4-one), Cl.FC1=C(C(C2CCNCC2)=NO)C=CC(=C1)F (4-(2,4-difluoro-benzoyl)-piperidine-oxime-hydrochloride), C(O)([O-])=O.[Na+] (sodium hydrogen carbonate). Reagents/catalysts: [I-].[K+] (potassium iodide). Solvent: C(C)#N (acetonitrile). Product: FC1=C(C=CC(=C1)F)C(C1CCN(CC1)CCC1=C(N=C2N(C1=O)CCCC2)C)=NO (3-[2-[4-[(2,4-difluorophenyl)-(hydroxyimino)-methyl]-1-piperidinyl]ethyl]-6,7,8,9-tetrahydro-2-methyl-4H-pyrido[1,2-a]pyrimidin-4-one). Isolated yield 92.5%. As a reaction SMILES: Cl[CH2:2][CH2:3][C:4]1[C:9](=[O:10])[N:8]2[CH2:11][CH2:12][CH2:13][CH2:14][C:7]2=[N:6][C:5]=1[CH3:15].Cl.[F:17][C:18]1[CH:32]=[C:31]([F:33])[CH:30]=[CH:29][C:19]=1[C:20](=[N:27][OH:28])[CH:21]1[CH2:26][CH2:25][NH:24][CH2:23][CH2:22]1.C(=O)([O-])O.[Na+]>C(#N)C.[I-].[K+]>[F:17][C:18]1[CH:32]=[C:31]([F:33])[CH:30]=[CH:29][C:19]=1[C:20](=[N:27][OH:28])[CH:21]1[CH2:26][CH2:25][N:24]([CH2:2][CH2:3][C:4]2[C:9](=[O:10])[N:8]3[CH2:11][CH2:12][CH2:13][CH2:14][C:7]3=[N:6][C:5]=2[CH3:15])[CH2:23][CH2:22]1 |f:1.2,3.4,6.7|. Reported procedure: To a solution of 36.0 g (0.16 mole) of 3-(2-chloroethyl)-6,7,8,9-tetrahydro-2-methyl-4H-pyrido[1,2-a]pyrimidin-4-one in 800 ml of acetonitrile 44.3 g of 4-(2,4-difluoro-benzoyl)-piperidine-oxime-hydrochloride, 33.6 g of sodium hydrogen carbonate and 0.66 g (4 millimoles) of potassium iodide are added. The reaction mixture is refluxed for 5 hours, cooled to room temperature and the solvent is removed in vacuo. The residue is taken up in 700 ml of water and extracted twice with 600 ml of dichlorom... Reactants: C(#N)C=1N=C(C(N(C1)C=1C=C(C(=O)NC2CC2)C=CC1C)=O)NCC1=CC=CC=C1 (3-[5-Cyano-2-oxo-3-[(phenylmethyl)amino]-1(2H)-pyrazinyl]-N-cyclopropyl-4-methyl-benzamide), N (ammonia), O (water), OO (hydrogen peroxide). Run in CO (methanol). Run at time 12 hour. Product: C1(CC1)NC(=O)C=1C=CC(=C(C1)N1C=C(N=C(C1=O)NCC1=CC=CC=C1)C(=O)N)C (4-[5-[(Cyclopropylamino)carbonyl]-2-methylphenyl]-4,5-dihydro-5-oxo-6-[(phenylmethyl)amino]-2-pyrazinecarboxamide). As a reaction SMILES: [C:1]([C:3]1[N:4]=[C:5]([NH:23][CH2:24][C:25]2[CH:30]=[CH:29][CH:28]=[CH:27][CH:26]=2)[C:6](=[O:22])[N:7]([C:9]2[CH:10]=[C:11]([CH:18]=[CH:19][C:20]=2[CH3:21])[C:12]([NH:14][CH:15]2[CH2:17][CH2:16]2)=[O:13])[CH:8]=1)#[N:2].N.[OH:32]O.O>CO>[CH:15]1([NH:14][C:12]([C:11]2[CH:18]=[CH:19][C:20]([CH3:21])=[C:9]([N:7]3[C:6](=[O:22])[C:5]([NH:23][CH2:24][C:25]4[CH:26]=[CH:27][CH:28]=[CH:29][CH:30]=4)=[N:4][C:3]([C:1]([NH2:2])=[O:32])=[CH:8]3)[CH:10]=2)=[O:13])[CH2:16][CH2:17]1. Procedure details: To a stirred solution of 3-[5-cyano-2-oxo-3-[(phenylmethyl)amino]-1(2H)-pyrazinyl]-N-cyclopropyl-4-methyl-benzamide (Example 104, 100 mg) in methanol (1 mL) was added conc. ammonia solution (1 mL) followed by 30% hydrogen peroxide solution (1 mL). After 12 h, water was added and the mixture was extracted with dichloromethane. The pooled organics were washed with brine, dried (MgSO4), filtered and the solvent removed. Purification by preparative HPLC (Gemini column, 0.1% ammonia:acetonitrile elue... The reactants are C(C)(=O)C1=CC2=C(S1)CCCC2NC(C)=O (N-(2-acetyl-4,5,6,7-tetrahydrobenzo[b]thien-4-yl)acetamide), Cl (hydrochloric acid). Solvent: O (water). Yields the product Cl.C(C)(=O)C1=CC2=C(S1)CCCC2N (2-acetyl-4,5,6,7-tetrahydrobenzo[b]thiophen-4-amine hydrochloride). As a reaction SMILES: [C:1]([C:4]1[S:8][C:7]2[CH2:9][CH2:10][CH2:11][CH:12]([NH:13]C(=O)C)[C:6]=2[CH:5]=1)(=[O:3])[CH3:2].[ClH:17]>O>[ClH:17].[C:1]([C:4]1[S:8][C:7]2[CH2:9][CH2:10][CH2:11][CH:12]([NH2:13])[C:6]=2[CH:5]=1)(=[O:3])[CH3:2] |f:3.4|. Reported procedure: The product from Example 23 (7.25 grams) is heated with 90 ml. of 1N hydrochloric acid at reflux temperature for 8.5 hours and cooled. The mixture is diluted with water and extracted with methylene chloride. The aqueous layer is then evaporated to dryness using 2-propanol for facilitating removal of water. This gives 4.85 grams of 2-acetyl-4,5,6,7-tetrahydrobenzo[b]thiophen-4-amine hydrochloride. Reactants: OCC1CNC(COCc2ccccc2)CN1Cc1ccccc1, CC#N, COC(=O)Cl, [Na+], [Na+], O=C([O-])[O-]. The product is COC(=O)N1CC(CO)N(Cc2ccccc2)CC1COCc1ccccc1. RXN SMILES: [CH2:1]([c:2]1[cH:3][cH:4][cH:5][cH:6][cH:7]1)[O:8][CH2:9][CH:10]1[NH:11][CH2:12][CH:13]([CH2:23][OH:24])[N:14]([CH2:16][c:17]2[cH:18][cH:19][cH:20][cH:21][cH:22]2)[CH2:15]1.[CH3:36][C:37]#[N:38].[Cl:25][C:26](=[O:27])[O:28][CH3:29].[Na+:30].[Na+:31].[O-:32][C:33](=[O:34])[O-:35]>>[CH2:1]([c:2]1[cH:3][cH:4][cH:5][cH:6][cH:7]1)[O:8][CH2:9][CH:10]1[N:11]([C:26](=[O:27])[O:28][CH3:29])[CH2:12][CH:13]([CH2:23][OH:24])[N:14]([CH2:16][c:17]2[cH:18][cH:19][cH:20][cH:21][cH:22]2)[CH2:15]1. Reactants: CC=1C=C(N)C=CC1C (3,4-dimethylaniline), [N+](=O)([O-])C1=C(C=C(C(=C1)[N+](=O)[O-])O)F (4,6-dinitro-3-fluorophenol). Solvent: C(C)O (ethanol). Reaction conditions: temperature 40 celsius, time 7 day. Product: CC=1C=C(C=CC1C)NC=1C=C(C(=CC1[N+](=O)[O-])[N+](=O)[O-])O (3-[(3,4-Dimethylphenyl)amino]-4,6-dinitrophenol). Reaction SMILES: [CH3:1][C:2]1[CH:3]=[C:4]([CH:6]=[CH:7][C:8]=1[CH3:9])[NH2:5].[N+:10]([C:13]1[CH:18]=[C:17]([N+:19]([O-:21])=[O:20])[C:16]([OH:22])=[CH:15][C:14]=1F)([O-:12])=[O:11]>C(O)C>[CH3:1][C:2]1[CH:3]=[C:4]([NH:5][C:14]2[CH:15]=[C:16]([OH:22])[C:17]([N+:19]([O-:21])=[O:20])=[CH:18][C:13]=2[N+:10]([O-:12])=[O:11])[CH:6]=[CH:7][C:8]=1[CH3:9]. Procedure details: 6.6 g of 3,4-dimethylaniline was added to a suspension that consists of 4 g of 4,6-dinitro-3-fluorophenol (J. Org. Chem. 1991, 5958) in 100 ml of ethanol, and it was stirred for 7 days at 40° C. After cooling, it was suctioned off, and the residue was recrystallized from ethanol. Reactants: ClC1=NC=C(C(=N1)N[C@@H](CO)C)C=1SC=CC1 ((R)-2-(2-chloro-5-(2-thienyl)pyrimidine-4-ylamino)propan-1-ol), NC1=CC=C(C=C1)S(=O)(=NCCOC)C ((RS)—S-(4-aminophenyl)-N-(2-methoxy-ethyl)-S-methylsulphoximide). The product is COCCN=S(=O)(C)C1=CC=C(C=C1)NC1=NC=C(C(=N1)N[C@@H](CO)C)C=1SC=CC1 ((RS)—N-(2-methoxy-ethyl)-S-(4-{[4-{[(R)-2-hydroxy-1-methylethyl]amino}-5-(2-thienyl)pyrimidine-2-yl]amino}phenyl)-S-methylsulfoximide). Isolated yield 3.0%. As a reaction SMILES: Cl[C:2]1[N:7]=[C:6]([NH:8][C@H:9]([CH3:12])[CH2:10][OH:11])[C:5]([C:13]2[S:14][CH:15]=[CH:16][CH:17]=2)=[CH:4][N:3]=1.[NH2:18][C:19]1[CH:24]=[CH:23][C:22]([S:25]([CH3:32])(=[N:27][CH2:28][CH2:29][O:30][CH3:31])=[O:26])=[CH:21][CH:20]=1>>[CH3:31][O:30][CH2:29][CH2:28][N:27]=[S:25]([C:22]1[CH:21]=[CH:20][C:19]([NH:18][C:2]2[N:7]=[C:6]([NH:8][C@H:9]([CH3:12])[CH2:10][OH:11])[C:5]([C:13]3[S:14][CH:15]=[CH:16][CH:17]=3)=[CH:4][N:3]=2)=[CH:24][CH:23]=1)([CH3:32])=[O:26]. Reported procedure: In the reaction of (R)-2-(2-chloro-5-(2-thienyl)pyrimidine-4-ylamino)propan-1-ol (248.2 mg, 0.92 mmol) with (RS)—S-(4-aminophenyl)-N-(2-methoxy-ethyl)-S-methylsulphoximide (191 mg, 0.84 mmol) according to procedure 5c, the desired product is obtained in 3% yield (10 mg) after chromatographic purification (silica gel, dichloromethane/ethanol (0%-20% ethanol) and HPLC). Reactants: C(CCC)[Li] (Butyl lithium), solution, C(C)(C)NC(C)C (diisopropylamine), OC=1C=C(C=CC1)C1C(N(CCCC1)C)=O (hexahydro-3-(3-hydroxyphenyl)-1-methyl-2H-azepin-2-one), C(C)I (ethyl iodide). The solvent is O1CCCC1 (Tetrahydrofuran), CCCCCC (hexane), O1CCCC1 (tetrahydrofuran), O (Water). Conditions: temperature -10 celsius. The product is C(C)C1(C(N(CCCC1)C)=O)C1=CC(=CC=C1)O (3-Ethylhexahydro-3-(3-hydroxyphenyl)-1-methyl-2H-azepin-2-one). As a reaction SMILES: [CH2:1]([Li])[CH2:2]CC.C(NC(C)C)(C)C.[OH:13][C:14]1[CH:15]=[C:16]([CH:20]2[CH2:26][CH2:25][CH2:24][CH2:23][N:22]([CH3:27])[C:21]2=[O:28])[CH:17]=[CH:18][CH:19]=1.C(I)C>CCCCCC.O1CCCC1.O>[CH2:1]([C:20]1([C:16]2[CH:17]=[CH:18][CH:19]=[C:14]([OH:13])[CH:15]=2)[CH2:26][CH2:25][CH2:24][CH2:23][N:22]([CH3:27])[C:21]1=[O:28])[CH3:2]. Reported procedure: Butyl lithium (77 ml of a 1.4 molar solution in hexane) was added to a solution of diisopropylamine (14.8 ml) in dry tetrahydrofuran (20 ml) at -10° C. under nitrogen. The mixture was stirred at -10° C. for ten minutes and finely powdered hexahydro-3-(3-hydroxyphenyl)-1-methyl-2H-azepin-2-one (11 g) was added. Tetrahydrofuran (500 ml) was added and the mixture heated under reflux for 3 hours. After cooling, ethyl iodide (8.2 g) was added and the mixture again heated under reflux for 3 hours. Wat...